describe an organic reaction: reactants, conditions, products, and yield From a dataset of the Open Reaction Database (ORD), a public repository of structured organic reaction records. Starting materials: C1(CCCCC1)P(C1=C(C=CC=C1)C1=C(C=C(C=C1C(C)C)C(C)C)C(C)C)C1CCCCC1 (dicyclohexyl(2′,4′,6′-triisopropylbiphenyl-2-yl)phosphine), CC(C)([O-])C.[Na+] (sodium tert-butoxide), O1CCN(CC1)C=1C=C(C=NC1)N (5-morpholinopyridin-3-amine), ClC1=C(C(=NC2=CC(=CC(=C12)F)F)C=1C=NC=C(C1)OC)C (4-chloro-5,7-difluoro-2-(5-methoxypyridin-3-yl)-3-methylquinoline). Reagents/catalysts: C=1C=CC(=CC1)/C=C/C(=O)/C=C/C2=CC=CC=C2.C=1C=CC(=CC1)/C=C/C(=O)/C=C/C2=CC=CC=C2.C=1C=CC(=CC1)/C=C/C(=O)/C=C/C2=CC=CC=C2.[Pd].[Pd] (Pd2dba3). Solvent: C1(=CC=CC=C1)C (toluene). The product is FC1=C2C(=C(C(=NC2=CC(=C1)F)C=1C=NC=C(C1)OC)C)NC=1C=NC=C(C1)N1CCOCC1 (5,7-difluoro-2-(5-methoxypyridin-3-yl)-3-methyl-N-(5-morpholinopyridin-3-yl)quinolin-4-amine). Reaction SMILES: C1(P(C2CCCCC2)C2C=CC=CC=2C2C(C(C)C)=CC(C(C)C)=CC=2C(C)C)CCCCC1.[O:35]1[CH2:40][CH2:39][N:38]([C:41]2[CH:42]=[C:43]([NH2:47])[CH:44]=[N:45][CH:46]=2)[CH2:37][CH2:36]1.Cl[C:49]1[C:58]2[C:53](=[CH:54][C:55]([F:60])=[CH:56][C:57]=2[F:59])[N:52]=[C:51]([C:61]2[CH:62]=[N:63][CH:64]=[C:65]([O:67][CH3:68])[CH:66]=2)[C:50]=1[CH3:69].CC(C)([O-])C.[Na+]>C1(C)C=CC=CC=1.C1C=CC(/C=C/C(/C=C/C2C=CC=CC=2)=O)=CC=1.C1C=CC(/C=C/C(/C=C/C2C=CC=CC=2)=O)=CC=1.C1C=CC(/C=C/C(/C=C/C2C=CC=CC=2)=O)=CC=1.[Pd].[Pd]>[F:59][C:57]1[CH:56]=[C:55]([F:60])[CH:54]=[C:53]2[C:58]=1[C:49]([NH:47][C:43]1[CH:44]=[N:45][CH:46]=[C:41]([N:38]3[CH2:39][CH2:40][O:35][CH2:36][CH2:37]3)[CH:42]=1)=[C:50]([CH3:69])[C:51]([C:61]1[CH:62]=[N:63][CH:64]=[C:65]([O:67][CH3:68])[CH:66]=1)=[N:52]2 |f:3.4,6.7.8.9.10|. Procedure: The Buchwald coupled product was prepared according to Procedure H using dicyclohexyl(2′,4′,6′-triisopropylbiphenyl-2-yl)phosphine (0.024 g, 0.050 mmol), 5-morpholinopyridin-3-amine (0.067 g, 0.37 mmol), 4-chloro-5,7-difluoro-2-(5-methoxypyridin-3-yl)-3-methylquinoline (0.1 g, 0.31 mmol), Pd2dba3 (0.011 g, 0.012 mmol) and sodium tert-butoxide (0.075 g, 0.78 mmol) in toluene (3.1 mL) at 100° C. for 1.6 h. The crude product was purified by column chromatography on silica gel (0 to 100% DCM/MeOH/am...